From a dataset of the Open Reaction Database (ORD), a public repository of structured organic reaction records. describe an organic reaction: reactants, conditions, products, and yield The solvent is CO (methanol), C(Cl)(Cl)Cl (chloroform), CO (methanol). Yield: 175.0%. Yields the product S(=O)(=O)(O)O.N1C(NC(C2CCCC=C12)=O)=O (tetrahydroquinazoline-2,4-dione sulfate). RXN SMILES: C(S(N[C:7]1[CH:8]=[C:9]2[C:14](=[CH:15][CH:16]=1)[NH:13][C:12](=[O:17])[N:11](CCCCN1CC=C(C3C=CC=CC=3)CC1)[C:10]2=[O:34])(=O)=O)C.[S:35](=[O:39])(=[O:38])([OH:37])[OH:36]>CO.C(Cl)(Cl)Cl>[S:35]([OH:39])([OH:38])(=[O:37])=[O:36].[NH:13]1[C:14]2[CH:9]([CH2:8][CH2:7][CH2:16][CH:15]=2)[C:10](=[O:34])[NH:11][C:12]1=[O:17] |f:4.5|. Reported procedure: To a solution of 6-ethylsulfonylamino-3-[4-(4-phenyl-1,2,3,6-tetrahydropyridin-1-yl)butyl]-1,2,3,4-tetrahydroquinazoline-2,4-dione (40.9 g) in 10% methanol in chloroform (800 ml) was added a solution of sulfuric acid (10.1 g) in methanol (100 ml) over 15 minutes at 25° C. After evaporation of the solvent, the crystalline residue was recrystallized from 10% water in acetonitrile (600 ml) to give 6-ethylsulfonylamino-3-[4-(4-phenyl-1,2,3,6=tetrahydropyridin-1-yl)butyl]-1,2,3,4=tetrahydroquinazolin... Starting materials: C(C)S(=O)(=O)NC=1C=C2C(N(C(NC2=CC1)=O)CCCCN1CCC(=CC1)C1=CC=CC=C1)=O (6-ethylsulfonylamino-3-[4-(4-phenyl-1,2,3,6-tetrahydropyridin-1-yl)butyl]-1,2,3,4-tetrahydroquinazoline-2,4-dione), S(O)(O)(=O)=O (sulfuric acid). Reactants: C(CCCCCCC)C#N (octyl cyanide), NCCNCCO (2-(2-aminoethylamino)ethanol). Run in C(=S)=S (carbon disulfide). Product: OCCN1C(=NCC1)CCCCCCCC (1-(2-Hydroxyethyl)-2-octyl-2-imidazoline). Yield: 58.3%. Reaction SMILES: [CH2:1]([C:9]#N)[CH2:2][CH2:3][CH2:4][CH2:5][CH2:6][CH2:7][CH3:8].[NH2:11][CH2:12][CH2:13][NH:14][CH2:15][CH2:16][OH:17]>C(=S)=S>[OH:17][CH2:16][CH2:15][N:14]1[CH2:13][CH2:12][N:11]=[C:9]1[CH2:1][CH2:2][CH2:3][CH2:4][CH2:5][CH2:6][CH2:7][CH3:8]. Procedure details: 13.02 g (93.51 mmoles) of octyl cyanide was treated with 12.327 g (118.36 mmoles) of 2-(2-aminoethylamino)ethanol in presence of 0.5 ml of carbon disulfide at 125° C. for 24 hrs. and worked up as outlined under Example 23. Distillation of the residue at 167°-169° C./0.5 mm gave 12.332 g (62.7%) of product. The reactants are [N+](=O)([O-])C=1C=C(C(=O)O)C=C(C1NC1=CC=C(C=C1)C)S(N)(=O)=O (3-nitro-5-sulphamyl-4-(p-toluidino)-benzoic acid), N(C1=CC=CC=C1)C1=C(C=C(C(=O)O)C=C1S(N)(=O)=O)[N+](=O)[O-] (4-anilino-3-nitro-5-sulphamyl-benzoic acid). The product is NC=1C=C(C(=O)O)C=C(C1NC1=CC=C(C=C1)C)S(N)(=O)=O (3-amino-5-sulphamyl-4-(p-toluidino)-benzoic acid). Reaction SMILES: [N+:1]([C:4]1[CH:5]=[C:6]([CH:10]=[C:11]([S:21](=[O:24])(=[O:23])[NH2:22])[C:12]=1[NH:13][C:14]1[CH:19]=[CH:18][C:17]([CH3:20])=[CH:16][CH:15]=1)[C:7]([OH:9])=[O:8])([O-])=O.N(C1C(S(=O)(=O)N)=CC(C(O)=O)=CC=1[N+]([O-])=O)C1C=CC=CC=1>>[NH2:1][C:4]1[CH:5]=[C:6]([CH:10]=[C:11]([S:21](=[O:24])(=[O:23])[NH2:22])[C:12]=1[NH:13][C:14]1[CH:15]=[CH:16][C:17]([CH3:20])=[CH:18][CH:19]=1)[C:7]([OH:9])=[O:8]. Procedure: By substituting 3-nitro-5-sulphamyl-4-(p-toluidino)-benzoic acid for the 4-anilino-3-nitro-5-sulphamyl-benzoic acid of Example 9 B, the above compound was obtained with a melting point of 249°-252°C. Reactants: C(C)(C)(C)OC(NC1=C(C=C(C(=C1)N(C)C)F)NC(CC(C1=CC(=CC=C1)C1=CC(=NO1)COC1OCCCC1)=O)=O)=O ((RS)-[5-dimethylamino-4-fluoro-2-(3-oxo-3-{3-[3-(tetrahydro-pyran-2-yloxymethyl)-isoxazol-5-yl]-phenyl}-propionylamino)-phenyl]-carbamic acid tert.-butyl ester), C(=O)(C(F)(F)F)O (TFA). Solvent: C(Cl)Cl (CH2Cl2). Yields the product CN(C1=CC2=C(NC(CC(=N2)C2=CC(=CC=C2)C2=CC(=NO2)CO)=O)C=C1F)C (7-Dimethylamino-8-fluoro-4-[3-(3-hydroxymethyl-isoxazol-5-yl)-phenyl]-1,3-dihydro-benzo[b][1,4]diazepin-2-one), solid. As a reaction SMILES: C(OC(=O)[NH:7][C:8]1[CH:13]=[C:12]([N:14]([CH3:16])[CH3:15])[C:11]([F:17])=[CH:10][C:9]=1[NH:18][C:19](=[O:42])[CH2:20][C:21](=O)[C:22]1[CH:27]=[CH:26][CH:25]=[C:24]([C:28]2[O:32][N:31]=[C:30]([CH2:33][O:34]C3CCCCO3)[CH:29]=2)[CH:23]=1)(C)(C)C.C(O)(C(F)(F)F)=O>C(Cl)Cl>[CH3:15][N:14]([CH3:16])[C:12]1[C:11]([F:17])=[CH:10][C:9]2[NH:18][C:19](=[O:42])[CH2:20][C:21]([C:22]3[CH:27]=[CH:26][CH:25]=[C:24]([C:28]4[O:32][N:31]=[C:30]([CH2:33][OH:34])[CH:29]=4)[CH:23]=3)=[N:7][C:8]=2[CH:13]=1. Reported procedure: The title compound was prepared from (RS)-[5-dimethylamino-4-fluoro-2-(3-oxo-3-{3-[3-(tetrahydro-pyran-2-yloxymethyl)-isoxazol-5-yl]-phenyl}-propionylamino)-phenyl]-carbamic acid tert.-butyl ester (Example M40) (314 mg, 0.53 mmol) by treatment with TFA in CH2Cl2 according to the general procedure N. Obtained as a yellow solid (95 mg). The reactants are ClCCCOC1=CC=C(C2=CC=CC=C12)NC(C1=CC(=CC(=C1)N1CCCCC1)F)=O (N-[4-(3-chloropropoxy)-naphthalen-1-yl]-3-fluoro-5-piperidin-1-yl-benzamide), N1C(CNCC1)=O (2-piperazinone). Product: FC=1C=C(C(=O)NC2=CC=C(C3=CC=CC=C23)OCCCN2CC(NCC2)=O)C=C(C1)N1CCCCC1 (3-Fluoro-N-{4-[3-(3-oxo-piperazin-1-yl)-propoxy]-naphthalen-1-yl}-5-piperidin-1-yl-benzamide). RXN SMILES: Cl[CH2:2][CH2:3][CH2:4][O:5][C:6]1[C:15]2[C:10](=[CH:11][CH:12]=[CH:13][CH:14]=2)[C:9]([NH:16][C:17](=[O:31])[C:18]2[CH:23]=[C:22]([N:24]3[CH2:29][CH2:28][CH2:27][CH2:26][CH2:25]3)[CH:21]=[C:20]([F:30])[CH:19]=2)=[CH:8][CH:7]=1.[NH:32]1[CH2:37][CH2:36][NH:35][CH2:34][C:33]1=[O:38]>>[F:30][C:20]1[CH:19]=[C:18]([CH:23]=[C:22]([N:24]2[CH2:29][CH2:28][CH2:27][CH2:26][CH2:25]2)[CH:21]=1)[C:17]([NH:16][C:9]1[C:10]2[C:15](=[CH:14][CH:13]=[CH:12][CH:11]=2)[C:6]([O:5][CH2:4][CH2:3][CH2:2][N:35]2[CH2:36][CH2:37][NH:32][C:33](=[O:38])[CH2:34]2)=[CH:7][CH:8]=1)=[O:31]. Procedure details: Compound is prepared from N-[4-(3-chloropropoxy)-naphthalen-1-yl]-3-fluoro-5-piperidin-1-yl-benzamide and 2-piperazinone according to conditions described in general procedure L. A white powder is produced (0.102 g, 60%). Mp: 90-92° C. 1H NMR (300 MHz, DMSO-d6) δ 10.23 (s, 1H), 8.24 (d, J=6.3 Hz, 1H), 7.86 (d, J=8.7 Hz, 1H), 7.75 (s, 1H), 7.56 (m, 2H), 7.45 (s, 1H), 7.42 (d, J=8.1, Hz, 1H), 7.16 (d, J=9.6 Hz, 1H), 7.01 (d, J=8.7 Hz, 1H), 6.93 (s, 1H), 4.22 (br s, 2H), 3.31 (m, 4H), 3.17 (br s, 2... Starting materials: ClCCl, CO, CC1CC(=O)NN1c1ccccc1, ClCCBr, O. Yields the product CC1CC(=O)N(CCCl)N1c1ccccc1. As a reaction SMILES: [CH2:20]([Cl:21])[Cl:22].[CH3:18][OH:19].[CH3:1][CH:2]1[CH2:3][C:4](=[O:13])[NH:5][N:6]1[c:7]1[cH:8][cH:9][cH:10][cH:11][cH:12]1.[Cl:14][CH2:15][CH2:16][Br:17].[OH2:23]>>[CH3:1][CH:2]1[CH2:3][C:4](=[O:13])[N:5]([CH2:16][CH2:15][Cl:14])[N:6]1[c:7]1[cH:8][cH:9][cH:10][cH:11][cH:12]1. Starting materials: CO, [K+], [OH-], Cc1ccccc1S(=O)(=O)N1Cc2ccccc2CC1(C)C. The product is CC1(C)Cc2ccccc2C=N1. As a reaction SMILES: [CH3:25][OH:26].[K+:2].[OH-:1].[c:3]1([CH3:4])[c:5]([S:6](=[O:7])(=[O:8])[N:12]2[CH2:13][c:14]3[cH:15][cH:16][cH:17][cH:18][c:19]3[CH2:20][C:21]2([CH3:22])[CH3:23])[cH:9][cH:10][cH:11][cH:24]1>>[N:12]1=[CH:13][c:14]2[cH:15][cH:16][cH:17][cH:18][c:19]2[CH2:20][C:21]1([CH3:22])[CH3:23].